This data is from the Open Reaction Database (ORD), a public repository of structured organic reaction records. The task is: describe an organic reaction: reactants, conditions, products, and yield Starting materials: C(C1=CC=CC=C1)OCCCOC(=O)C=1C=C2C=CC3=C(OCO3)C2=C(C1COCC1=CC=CC=C1)C1=CC2=C(OCO2)C=C1 (9-Benzo[1,3]dioxol-5-yl-8-benzyloxymethyl-naphtho[1,2-d][1,3]dioxole-7-carboxylic acid 3-benzyloxy-propyl ester), [H][H] (hydrogen). Yield: 93.0%. Product: OCCCOC(=O)C=1C=C2C=CC3=C(OCO3)C2=C(C1C)C1=CC2=C(OCO2)C=C1 (9-Benzo[1,3]dioxol-5-yl-8-methyl-naphtho[1,2-d][1,3]dioxole-7-carboxylic acid 3-hydroxy-propyl ester). The reagents and catalysts are [Pd] (Pd/C). Reported procedure: A mixture of 6 (48 mg, 0.079 mmol) and 10% Pd/C (12 mg) in dry THF (5 mL) was stirred for 14 h at room temperature under 1 atm of hydrogen. The mixture was filtered, and the filtrate evaporated at reduced pressure. The residue was purified by column chromatography on silica gel using CH2Cl2/MeOH (40:1, v/v) to yield 7 (30 mg, 93%) as a yellow oil. 1H NMR (CDCl3) δ 8.32 (s, 1H, H4), 7.50 (d, 1H, H5, J=8.7 Hz), 7.18 (d, 1H, H6, J=8.7 Hz), 6.87 (d, 1H, H5′, J=7.8 Hz), 6.72 (d, 1H, H2′, J=1.5 Hz), 6... Solvent: C1CCOC1 (THF). As a reaction SMILES: C([O:8][CH2:9][CH2:10][CH2:11][O:12][C:13]([C:15]1[CH:16]=[C:17]2[C:25](=[C:26]([C:37]3[CH:45]=[CH:44][C:40]4[O:41][CH2:42][O:43][C:39]=4[CH:38]=3)[C:27]=1[CH2:28]OCC1C=CC=CC=1)[C:21]1[O:22][CH2:23][O:24][C:20]=1[CH:19]=[CH:18]2)=[O:14])C1C=CC=CC=1.[H][H]>C1COCC1.[Pd]>[OH:8][CH2:9][CH2:10][CH2:11][O:12][C:13]([C:15]1[CH:16]=[C:17]2[C:25](=[C:26]([C:37]3[CH:45]=[CH:44][C:40]4[O:41][CH2:42][O:43][C:39]=4[CH:38]=3)[C:27]=1[CH3:28])[C:21]1[O:22][CH2:23][O:24][C:20]=1[CH:19]=[CH:18]2)=[O:14]. Reactants: [Br-], CCOC(C)=O, CCCC[N+](CCCC)(CCCC)CCCC, [O-]Cl, OCc1ccc2c(c1)COC2c1ccc(F)cc1, [Na+], [Na+], O, O=C([O-])O. The product is O=Cc1ccc2c(c1)COC2c1ccc(F)cc1. Reaction SMILES: [Br-:34].[CH3:28][CH2:29][O:30][C:31](=[O:32])[CH3:33].[CH3:35][CH2:36][CH2:37][CH2:38][N+:39]([CH2:40][CH2:41][CH2:42][CH3:43])([CH2:44][CH2:45][CH2:46][CH3:47])[CH2:48][CH2:49][CH2:50][CH3:51].[Cl:24][O-:25].[F:1][c:2]1[cH:3][cH:4][c:5]([CH:8]2[O:9][CH2:10][c:11]3[cH:12][c:13]([CH2:17][OH:18])[cH:14][cH:15][c:16]32)[cH:6][cH:7]1.[Na+:19].[Na+:26].[OH2:27].[OH:20][C:21](=[O:22])[O-:23]>>[F:1][c:2]1[cH:3][cH:4][c:5]([CH:8]2[O:9][CH2:10][c:11]3[cH:12][c:13]([CH:17]=[O:18])[cH:14][cH:15][c:16]32)[cH:6][cH:7]1. Starting materials: C, CO, COC(=O)c1ccc(OCCCNc2ccc([N+](=O)[O-])cc2)cc1, [Pd]. The product is COC(=O)c1ccc(OCCCNc2ccc(N)cc2)cc1. RXN SMILES: [C:25].[CH3:27][OH:28].[N+:1]([O-:2])(=[O:3])[c:4]1[cH:5][cH:6][c:7]([NH:10][CH2:11][CH2:12][CH2:13][O:14][c:15]2[cH:16][cH:17][c:18]([C:19](=[O:20])[O:21][CH3:22])[cH:23][cH:24]2)[cH:8][cH:9]1.[Pd:26]>>[NH2:1][c:4]1[cH:5][cH:6][c:7]([NH:10][CH2:11][CH2:12][CH2:13][O:14][c:15]2[cH:16][cH:17][c:18]([C:19](=[O:20])[O:21][CH3:22])[cH:23][cH:24]2)[cH:8][cH:9]1.